From a dataset of the Open Reaction Database (ORD), a public repository of structured organic reaction records. describe an organic reaction: reactants, conditions, products, and yield The reactants are C(C1=CC=CC=C1)(C1=CC=CC=C1)N1C(CC1)C(=O)OCC (N-benzhydryl-2-carboethoxyazetidine), O=O (oxygen), C(C)(C)[N-]C(C)C.[Li+] (lithium diisopropylamide), C(C)(C)(C)[Si](Cl)(C)C (tert-butyldimethyl chlorosilane), [Cl-].[NH4+] (ammonium chloride). Solvent: O1CCCC1 (tetrahydrofuran), O1CCCC1 (tetrahydrofuran), O1CCCC1 (tetrahydrofuran), CCCCCC (hexane). Reaction conditions: time 5 minute. The product is C(C1=CC=CC=C1)(C1=CC=CC=C1)N1C(CC1)=O (N-benzhydryl-2-azetidinone). As a reaction SMILES: C([N-]C(C)C)(C)C.[Li+].[CH:9]([N:22]1[CH2:25][CH2:24][CH:23]1C(OCC)=O)([C:16]1[CH:21]=[CH:20][CH:19]=[CH:18][CH:17]=1)[C:10]1[CH:15]=[CH:14][CH:13]=[CH:12][CH:11]=1.C([Si](C)(C)Cl)(C)(C)C.[O:39]=O.[Cl-].[NH4+]>O1CCCC1.CCCCCC>[CH:9]([N:22]1[CH2:25][CH2:24][C:23]1=[O:39])([C:16]1[CH:21]=[CH:20][CH:19]=[CH:18][CH:17]=1)[C:10]1[CH:15]=[CH:14][CH:13]=[CH:12][CH:11]=1 |f:0.1,5.6|. Procedure details: To a solution of lithium diisopropylamide (2.2 mmol) in ca. 15 ml tetrahydrofuran cooled to -78° was added, dropwise with stirring, 0.54 g (2 mmol) of N-benzhydryl-2-carboethoxyazetidine dissolved in 4 ml tetrahydrofuran. After stirring for 20 minutes at this temperature, 0.40 g (2.7 mmol) tert-butyldimethyl chlorosilane in 2 ml tetrahydrofuran was added dropwise to the orange solution over a 2 minute period. Stirring was continued at -78° for 5 minutes and the cooling bath was then removed. The... The reactants are CC1CCC(C(=O)N(c2cc(C3=CCCCC3)sc2C(=O)O)C2CCC(O)CC2)CC1, CO. Product: CC1CCC(C(=O)N(c2cc(C3CCCCC3)sc2C(=O)O)C2CCC(O)CC2)CC1. Reaction SMILES: [C:1]1([c:7]2[cH:8][c:9]([N:15]([C:16](=[O:17])[CH:18]3[CH2:19][CH2:20][CH:21]([CH3:24])[CH2:22][CH2:23]3)[CH:25]3[CH2:26][CH2:27][CH:28]([OH:31])[CH2:29][CH2:30]3)[c:10]([C:12](=[O:13])[OH:14])[s:11]2)=[CH:2][CH2:3][CH2:4][CH2:5][CH2:6]1.[CH3:32][OH:33]>>[CH:1]1([c:7]2[cH:8][c:9]([N:15]([C:16](=[O:17])[CH:18]3[CH2:19][CH2:20][CH:21]([CH3:24])[CH2:22][CH2:23]3)[CH:25]3[CH2:26][CH2:27][CH:28]([OH:31])[CH2:29][CH2:30]3)[c:10]([C:12](=[O:13])[OH:14])[s:11]2)[CH2:2][CH2:3][CH2:4][CH2:5][CH2:6]1. Reactants: C1CCOC1, Cc1cc(-c2ccc(C(F)(F)F)cc2)cc(-c2cccc(-c3cccc(S(=O)(=O)Cl)c3)n2)n1, CN, CCOC(C)=O. The product is CNS(=O)(=O)c1cccc(-c2cccc(-c3cc(-c4ccc(C(F)(F)F)cc4)cc(C)n3)n2)c1. Reaction SMILES: [CH2:36]1[O:37][CH2:38][CH2:39][CH2:40]1.[CH3:1][c:2]1[cH:3][c:4](-[c:24]2[cH:25][cH:26][c:27]([C:30]([F:31])([F:32])[F:33])[cH:28][cH:29]2)[cH:5][c:6](-[c:8]2[n:9][c:10](-[c:14]3[cH:15][c:16]([S:20](=[O:21])(=[O:22])[Cl:23])[cH:17][cH:18][cH:19]3)[cH:11][cH:12][cH:13]2)[n:7]1.[CH3:34][NH2:35].[CH3:41][CH2:42][O:43][C:44]([CH3:45])=[O:46]>>[CH3:1][c:2]1[cH:3][c:4](-[c:24]2[cH:25][cH:26][c:27]([C:30]([F:31])([F:32])[F:33])[cH:28][cH:29]2)[cH:5][c:6](-[c:8]2[n:9][c:10](-[c:14]3[cH:15][c:16]([S:20](=[O:21])(=[O:22])[NH:35][CH3:34])[cH:17][cH:18][cH:19]3)[cH:11][cH:12][cH:13]2)[n:7]1. Starting materials: O (Water), ClCC(=O)Cl (Chloroacetyl chloride), N1=CC=CC=C1 (pyridine), C1(CCCCC1)CN1C=CC2=CC=CC(=C12)OC (1-(cyclohexyl)methyl-7-methoxy-1H-indole). Run in CO (methanol), C1(=CC=CC=C1)C (toluene). Run at temperature 55 celsius. The product is ClCC(=O)C1=CN(C2=C(C=CC=C12)OC)CC1CCCCC1 (2-chloro-1-[1-(cyclohexyl)methyl-7-methoxy-1H-indol-3-yl]ethanone). The yield is 16.1%. As a reaction SMILES: [Cl:1][CH2:2][C:3](Cl)=[O:4].N1C=CC=CC=1.[CH:12]1([CH2:18][N:19]2[C:27]3[C:22](=[CH:23][CH:24]=[CH:25][C:26]=3[O:28][CH3:29])[CH:21]=[CH:20]2)[CH2:17][CH2:16][CH2:15][CH2:14][CH2:13]1.O>C1(C)C=CC=CC=1.CO>[Cl:1][CH2:2][C:3]([C:21]1[C:22]2[C:27](=[C:26]([O:28][CH3:29])[CH:25]=[CH:24][CH:23]=2)[N:19]([CH2:18][CH:12]2[CH2:17][CH2:16][CH2:15][CH2:14][CH2:13]2)[CH:20]=1)=[O:4]. Reported procedure: To a solution of 7-methoxyindole (5.00 g, 34.0 mmol) in dimethylformamide (50 ml) under nitrogen was added sodium hydride (60% dispersion in mineral oil; 1.50 g, 37.4 mmol). The mixture was stirred at room temperature for 10 minutes before the addition of bromomethylcyclohexane (5.20 ml, 37.4 mmol). The resulting mixture was stirred at room temperature for 42 hours and then partitioned between ethyl acetate (150 ml) and water (150 ml). The aqueous layer was extracted with ethyl acetate (150 ml) ... Starting materials: C(CCCCC)(=O)C1=CC=C(OC(C(=O)OCC)CCCCCCCC)C=C1 (Ethyl (RS)-2-[4-Hexanoylphenoxy]decanoate), [OH-].[Li+] (lithium hydroxide). Yields the product C(CCCCC)(=O)C1=CC=C(OC(C(=O)O)CCCCCCCC)C=C1 ((RS)-2-[4-Hexanoylphenoxy]decanoic Acid). Isolated yield 80.7%. Reaction SMILES: [C:1]([C:8]1[CH:28]=[CH:27][C:11]([O:12][CH:13]([CH2:19][CH2:20][CH2:21][CH2:22][CH2:23][CH2:24][CH2:25][CH3:26])[C:14]([O:16]CC)=[O:15])=[CH:10][CH:9]=1)(=[O:7])[CH2:2][CH2:3][CH2:4][CH2:5][CH3:6].[OH-].[Li+]>>[C:1]([C:8]1[CH:9]=[CH:10][C:11]([O:12][CH:13]([CH2:19][CH2:20][CH2:21][CH2:22][CH2:23][CH2:24][CH2:25][CH3:26])[C:14]([OH:16])=[O:15])=[CH:27][CH:28]=1)(=[O:7])[CH2:2][CH2:3][CH2:4][CH2:5][CH3:6] |f:1.2|. Procedure details: 1-[4-Hydroxyphenyl]-1-hexanone (384 mg, 2.0 mmol) and ethyl (RS)-2-bromodecanoate (614 mg, 2.2 mmol) were reacted according to the procedure used for the preparation of I to give Ethyl (RS)-2-[4-Hexanoylphenoxy]decanoate (628 mg, 80%). 1H NMR (400 MHz, CDCl3): δ 7.86 (d, J=9.0 Hz, 2H), 6.84 (d, J=9.0 Hz, 2H), 4.60-4.65 (m, 1H), 4.15 (q, J=7.0 Hz, 2H), 2.83 (t, J=7.3 Hz, 2H), 1.86-1.97 (m, 2H), 1.61-1.70 (m, 2H), 1.38-1.52 (m, 2H), 1.20-1.34 (m, 14H), 1.18 (t, J=7.2 Hz, 3H), 0.78-0.87 (m, 6H); 13...